Dataset: the Open Reaction Database (ORD), a public repository of structured organic reaction records. Task: describe an organic reaction: reactants, conditions, products, and yield The reactants are NaIO4, COC(C[C@@H]1COC2=C1C=CC(=C2)O[C@@H]2CCC1=C(C(=CC=C21)C(F)(F)F)C=C)=O ({(S)-6-[(R)-5-trifluoromethyl-4-vinyl-indan-1-yloxy]-2,3-dihydro-benzofuran-3-yl}-acetic acid methyl ester), O1CCCC1 (tetrahydrofuran). The reagents and catalysts are O=[Os](=O)(=O)=O (OsO4). Run in O (water), O (water). Reaction conditions: temperature 50 celsius, time 8 hour. Product: COC(C[C@@H]1COC2=C1C=CC(=C2)O[C@@H]2CCC1=C(C(=CC=C21)C(F)(F)F)C=O)=O ({(S)-6-[(R)-4-Formyl-5-trifluoromethyl-indan-1-yloxy]-2,3-dihydro-benzofuran-3-yl}-acetic acid methyl ester). Reaction SMILES: [CH3:1][O:2][C:3](=[O:30])[CH2:4][C@H:5]1[C:9]2[CH:10]=[CH:11][C:12]([O:14][C@H:15]3[C:23]4[C:18](=[C:19]([CH:28]=C)[C:20]([C:24]([F:27])([F:26])[F:25])=[CH:21][CH:22]=4)[CH2:17][CH2:16]3)=[CH:13][C:8]=2[O:7][CH2:6]1.[O:31]1CCCC1>O=[Os](=O)(=O)=O.O>[CH3:1][O:2][C:3](=[O:30])[CH2:4][C@H:5]1[C:9]2[CH:10]=[CH:11][C:12]([O:14][C@H:15]3[C:23]4[C:18](=[C:19]([CH:28]=[O:31])[C:20]([C:24]([F:26])([F:27])[F:25])=[CH:21][CH:22]=4)[CH2:17][CH2:16]3)=[CH:13][C:8]=2[O:7][CH2:6]1. Reported procedure: NaIO4 (1.80 g) and OsO4 (4% in water, 50 μL) are added to a mixture of {(S)-6-[(R)-5-trifluoromethyl-4-vinyl-indan-1-yloxy]-2,3-dihydro-benzofuran-3-yl}-acetic acid methyl ester (1.25 g), tetrahydrofuran (16 mL), and water (4 mL) at room temperature. The mixture is stirred at 50° C. overnight. After cooling to room temperature, water is added and the mixture is extracted with ethyl acetate. The combined extract is washed with brine, dried (Na2SO4), and concentrated. The residue is chromatographe...